Dataset: the Open Reaction Database (ORD), a public repository of structured organic reaction records. Task: describe an organic reaction: reactants, conditions, products, and yield The reactants are ClC1=CC=C(C=N1)CN1C=CC2=CC=CC(=C12)C(=O)N[C@@H](C)C1=CC=C(C(=O)O)C=C1 (4-{(1S)-1-[({1-[(6-chloropyridin-3-yl)methyl]-1H-indol-7-yl}carbonyl)amino]ethyl}benzoic acid), N1CCCCC1 (piperidine), C(C)O (ethanol). Reaction conditions: time 8 hour. The product is C(C)OC1=CC=C(C=N1)CN1C=CC2=CC=CC(=C12)C(=O)N[C@@H](C)C1=CC=C(C(=O)O)C=C1 (4-{(1S)-1-[({1-[(6-ethoxypyridin-3-yl)methyl]-1H-indol-7-yl}carbonyl)amino]ethyl}benzoic acid). Reaction SMILES: Cl[C:2]1[N:7]=[CH:6][C:5]([CH2:8][N:9]2[C:17]3[C:12](=[CH:13][CH:14]=[CH:15][C:16]=3[C:18]([NH:20][C@H:21]([C:23]3[CH:31]=[CH:30][C:26]([C:27]([OH:29])=[O:28])=[CH:25][CH:24]=3)[CH3:22])=[O:19])[CH:11]=[CH:10]2)=[CH:4][CH:3]=1.N1CCCCC1.[CH2:38]([OH:40])[CH3:39]>>[CH2:38]([O:40][C:2]1[N:7]=[CH:6][C:5]([CH2:8][N:9]2[C:17]3[C:12](=[CH:13][CH:14]=[CH:15][C:16]=3[C:18]([NH:20][C@H:21]([C:23]3[CH:31]=[CH:30][C:26]([C:27]([OH:29])=[O:28])=[CH:25][CH:24]=3)[CH3:22])=[O:19])[CH:11]=[CH:10]2)=[CH:4][CH:3]=1)[CH3:39]. Reported procedure: To 4-{(1S)-1-[({1-[(6-chloropyridin-3-yl)methyl]-1H-indol-7-yl}carbonyl)amino]ethyl}benzoic acid (95 mg) were added ethanol (2.0 mL) and piperidine (65 μL), followed by stirring at room temperature overnight. After concentration under reduced pressure, DMSO (1.0 mL), piperidine (65 μL), and potassium tert-butoxide (61 mg) were added thereto, followed by stirring at 80° C. for 2 hours. To the reaction mixture was added a 10% aqueous citric acid solution (10 mL), followed by extraction with ethyl ... Reactants: Cc1cn(COCC[Si](C)(C)C)c2nccc(N)c12, CC(C)(C)[O-], Cc1ccccc1, O=[N+]([O-])c1ccc(I)c(F)c1, [Na+]. The product is Cc1cn(COCC[Si](C)(C)C)c2nccc(Nc3ccc([N+](=O)[O-])cc3F)c12. As a reaction SMILES: [CH3:1][c:2]1[cH:3][n:4]([CH2:12][O:13][CH2:14][CH2:15][Si:16]([CH3:17])([CH3:18])[CH3:19])[c:5]2[n:6][cH:7][cH:8][c:9]([NH2:11])[c:10]12.[CH3:31][C:32]([CH3:33])([O-:34])[CH3:35].[CH3:37][c:38]1[cH:39][cH:40][cH:41][cH:42][cH:43]1.[F:20][c:21]1[c:22]([I:30])[cH:23][cH:24][c:25]([N+:27](=[O:28])[O-:29])[cH:26]1.[Na+:36]>>[CH3:1][c:2]1[cH:3][n:4]([CH2:12][O:13][CH2:14][CH2:15][Si:16]([CH3:17])([CH3:18])[CH3:19])[c:5]2[n:6][cH:7][cH:8][c:9]([NH:11][c:22]3[c:21]([F:20])[cH:26][c:25]([N+:27](=[O:28])[O-:29])[cH:24][cH:23]3)[c:10]12. Starting materials: [Br-], CC(C)c1cccc(C(C)C)c1N=Cc1cccc(Br)n1, CC(C)(C)P(C(C)(C)C)C(C)(C)C, C=CCCOc1cc(B(O)O)c(C)cc1C, C1CCOC1, [K+], [OH-], [Pd+]. Yields the product C=CCCOc1cc(-c2cccc(C=Nc3c(C(C)C)cccc3C(C)C)n2)c(C)cc1C. As a reaction SMILES: [Br-:40].[Br:1][c:2]1[cH:3][cH:4][cH:5][c:6]([CH:8]=[N:9][c:10]2[c:11]([CH:19]([CH3:20])[CH3:21])[cH:12][cH:13][cH:14][c:15]2[CH:16]([CH3:17])[CH3:18])[n:7]1.[C:41]([P:42]([C:43]([CH3:44])([CH3:45])[CH3:46])[C:47]([CH3:48])([CH3:49])[CH3:50])([CH3:51])([CH3:52])[CH3:53].[CH2:22]([CH2:23][CH:24]=[CH2:25])[O:26][c:27]1[c:28]([CH3:37])[cH:29][c:30]([CH3:36])[c:31]([B:33]([OH:34])[OH:35])[cH:32]1.[CH2:55]1[O:56][CH2:57][CH2:58][CH2:59]1.[K+:39].[OH-:38].[Pd+:54]>>[c:2]1(-[c:31]2[c:30]([CH3:36])[cH:29][c:28]([CH3:37])[c:27]([O:26][CH2:22][CH2:23][CH:24]=[CH2:25])[cH:32]2)[cH:3][cH:4][cH:5][c:6]([CH:8]=[N:9][c:10]2[c:11]([CH:19]([CH3:20])[CH3:21])[cH:12][cH:13][cH:14][c:15]2[CH:16]([CH3:17])[CH3:18])[n:7]1. Procedure details: The title compound is prepared analogously to Example 1 by reacting 1-(7,8-dimethoxy-1,3,4,5-tetrahydro-2H-3-benzazepin-2-on-3-yl)-3-chloropropane, triethylamine and 7-methoxy-2-methylamino-1,2,3,4-tetrahydronaphthalene. Mp: 189°-190° C. (decomp.). Starting materials: COC1=CC2=C(CC(N(CC2)CCCCl)=O)C=C1OC (1-(7,8-dimethoxy-1,3,4,5-tetrahydro-2H-3-benzazepin-2-on-3-yl)-3-chloropropane), COC1=CC=C2CCC(CC2=C1)NC (7-methoxy-2-methylamino-1,2,3,4-tetrahydronaphthalene). Reaction SMILES: [CH3:1][O:2][C:3]1[C:18]([O:19][CH3:20])=[CH:17][C:6]2[CH2:7][C:8](=[O:16])[N:9]([CH2:12][CH2:13][CH2:14]Cl)[CH2:10][CH2:11][C:5]=2[CH:4]=1.[CH3:21][O:22][C:23]1[CH:32]=[C:31]2[C:26]([CH2:27][CH2:28][CH:29]([NH:33][CH3:34])[CH2:30]2)=[CH:25][CH:24]=1>C(N(CC)CC)C>[CH3:1][O:2][C:3]1[C:18]([O:19][CH3:20])=[CH:17][C:6]2[CH2:7][C:8](=[O:16])[N:9]([CH2:12][CH2:13][CH2:14][N:33]([CH3:34])[CH:29]3[CH2:28][CH2:27][C:26]4[C:31](=[CH:32][C:23]([O:22][CH3:21])=[CH:24][CH:25]=4)[CH2:30]3)[CH2:10][CH2:11][C:5]=2[CH:4]=1. Product: COC1=CC2=C(CC(N(CC2)CCCN(C2CC3=CC(=CC=C3CC2)OC)C)=O)C=C1OC (1-[7,8-Dimethoxy-1,3,4,5-tetrahydro-2H-3-benzazepin-2-on-3-yl]-3-[N-methyl-N-(7-methoxy-1,2,3,4-tetrahydronaphth-2-yl)-amino]-propane). Solvent: C(C)N(CC)CC (triethylamine). Starting materials: Cn1c(-c2ccccc2)nc2c(NC3CC(CO[Si](C)(C)C(C)(C)C)C(O[Si](C)(C)C(C)(C)C)C3)ncnc21, CN(C)C=O, CI, [H-], [Na+]. Yields the product CN(c1ncnc2c1nc(-c1ccccc1)n2C)C1CC(CO[Si](C)(C)C(C)(C)C)C(O[Si](C)(C)C(C)(C)C)C1. RXN SMILES: [C:1]([CH3:2])([CH3:3])([CH3:4])[Si:5]([O:6][CH:7]1[CH2:8][CH:9]([NH:21][c:22]2[c:23]3[n:24][c:25](-[c:32]4[cH:33][cH:34][cH:35][cH:36][cH:37]4)[n:26]([CH3:31])[c:27]3[n:28][cH:29][n:30]2)[CH2:10][CH:11]1[CH2:12][O:13][Si:14]([CH3:15])([CH3:16])[C:17]([CH3:18])([CH3:19])[CH3:20])([CH3:38])[CH3:39].[CH3:40][N:41]([CH3:42])[CH:43]=[O:44].[CH3:47][I:48].[H-:45].[Na+:46]>>[C:1]([CH3:2])([CH3:3])([CH3:4])[Si:5]([O:6][CH:7]1[CH2:8][CH:9]([N:21]([c:22]2[c:23]3[n:24][c:25](-[c:32]4[cH:33][cH:34][cH:35][cH:36][cH:37]4)[n:26]([CH3:31])[c:27]3[n:28][cH:29][n:30]2)[CH3:40])[CH2:10][CH:11]1[CH2:12][O:13][Si:14]([CH3:15])([CH3:16])[C:17]([CH3:18])([CH3:19])[CH3:20])([CH3:38])[CH3:39]. Starting materials: C(=O)O (formic acid), NC1=CC=C(C(=O)OC(C)(C)C)C=C1 (tert-butyl 4-aminobenzoate), CN1CCOCC1 (N-methylmorpholine). The reagents and catalysts are CN(C)C=1C=CN=CC1 (DMAP). Run in C(Cl)Cl (DCM). Reaction conditions: time 18 hour. Product: C(=O)NC1=CC=C(C(=O)OC(C)(C)C)C=C1 (tert-Butyl 4-formamidobenzoate). As a reaction SMILES: [NH2:1][C:2]1[CH:14]=[CH:13][C:5]([C:6]([O:8][C:9]([CH3:12])([CH3:11])[CH3:10])=[O:7])=[CH:4][CH:3]=1.CN1CC[O:19][CH2:18]C1.C(O)=O>CN(C1C=CN=CC=1)C.C(Cl)Cl>[CH:18]([NH:1][C:2]1[CH:14]=[CH:13][C:5]([C:6]([O:8][C:9]([CH3:10])([CH3:11])[CH3:12])=[O:7])=[CH:4][CH:3]=1)=[O:19]. Procedure details: Combined tert-butyl 4-aminobenzoate (15.3 g, 79 mmol), DMAP (1.935 g, 15.84 mmol), N-methylmorpholine (15.67 mL, 143 mmol) in DCM (120 mL) and, after cooling to 0° C., slowly added formic acid (9.11 mL, 238 mmol). After stirring for 18 h, the reaction was concentrated and then partitioned with 1N HCl (100 mL) and EtOAc (200 mL). The aqueous layer was extracted with EtOAc (100 mL). The combined organic layer was washed with brine (50 mL) and dried (MgSO4). The desired product was collected as yel...